Dataset: the Open Reaction Database (ORD), a public repository of structured organic reaction records. Task: describe an organic reaction: reactants, conditions, products, and yield Starting materials: NC=1OC=C(N1)C(=O)OCC (ethyl 2-amino-1,3-oxazole-4-carboxylate), C(C)(C)N(C(C)C)CC (N,N-diisopropylethylamine), CS(=O)(=O)Cl (methanesulfonyl chloride). The solvent is ClCCl (dichloromethane). Run at time 14 hour. Yields the product CS(=O)(=O)NC=1OC=C(N1)C(=O)OCC (ethyl 2-[(methylsulfonyl)amino]-1,3-oxazole-4-carboxylate). RXN SMILES: [NH2:1][C:2]1[O:3][CH:4]=[C:5]([C:7]([O:9][CH2:10][CH3:11])=[O:8])[N:6]=1.C(N(CC)C(C)C)(C)C.[CH3:21][S:22](Cl)(=[O:24])=[O:23]>ClCCl>[CH3:21][S:22]([NH:1][C:2]1[O:3][CH:4]=[C:5]([C:7]([O:9][CH2:10][CH3:11])=[O:8])[N:6]=1)(=[O:24])=[O:23]. Reported procedure: To a 20 ml screw cap vial was added (1 g, 5.8069 mmoles) ethyl 2-amino-1,3-oxazole-4-carboxylate, (10 ml) dichloromethane and (1.39 ml, 7.9797 mmoles, 1.25 eq.) N,N-diisopropylethylamine. To the reaction was then added (0.545 ml, 7.0415 mmoles, 1.1 eq.) methanesulfonyl chloride, and the reaction was agitated for 14 hours. The reaction was then evaporated to dryness and purified using a Biotage silica gel column, resulting in (272 mg) of ethyl 2-[(methylsulfonyl)amino]-1,3-oxazole-4-carboxylate.